This data is from the Open Reaction Database (ORD), a public repository of structured organic reaction records. The task is: describe an organic reaction: reactants, conditions, products, and yield The reactants are COc1ccc(CN2CC(=O)CC2=O)cc1, CO, ClCCl, COc1ccc(Cn2nc(N)c3c(N4CCN(C(=O)OC(C)(C)C)CC4)c(-c4ccccc4)cnc32)cc1. Product: COc1ccc(CN2CC(Nc3nn(Cc4ccc(OC)cc4)c4ncc(-c5ccccc5)c(N5CCN(C(=O)OC(C)(C)C)CC5)c34)CC2=O)cc1. Reaction SMILES: [CH3:39][O:40][c:41]1[cH:42][cH:43][c:44]([CH2:45][N:46]2[C:47](=[O:52])[CH2:48][C:49](=[O:51])[CH2:50]2)[cH:53][cH:54]1.[CH3:55][OH:56].[Cl:57][CH2:58][Cl:59].[NH2:1][c:2]1[n:3][n:4]([CH2:30][c:31]2[cH:32][cH:33][c:34]([O:37][CH3:38])[cH:35][cH:36]2)[c:5]2[n:6][cH:7][c:8](-[c:24]3[cH:25][cH:26][cH:27][cH:28][cH:29]3)[c:9]([N:11]3[CH2:12][CH2:13][N:14]([C:17](=[O:18])[O:19][C:20]([CH3:21])([CH3:22])[CH3:23])[CH2:15][CH2:16]3)[c:10]12>>[NH:1]([c:2]1[n:3][n:4]([CH2:30][c:31]2[cH:32][cH:33][c:34]([O:37][CH3:38])[cH:35][cH:36]2)[c:5]2[n:6][cH:7][c:8](-[c:24]3[cH:25][cH:26][cH:27][cH:28][cH:29]3)[c:9]([N:11]3[CH2:12][CH2:13][N:14]([C:17](=[O:18])[O:19][C:20]([CH3:21])([CH3:22])[CH3:23])[CH2:15][CH2:16]3)[c:10]12)[CH:49]1[CH2:48][C:47](=[O:52])[N:46]([CH2:45][c:44]2[cH:43][cH:42][c:41]([O:40][CH3:39])[cH:54][cH:53]2)[CH2:50]1. Reactants: C(C1=CC=CC=C1)(=O)O[C@H]1[C@@H](OC)O[C@@H]([C@]([C@@H]1OC(C1=CC=CC=C1)=O)(O)C(=S)SC)COC(C1=CC=CC=C1)=O (methyl 2,3,6-tri-O-benzoyl-4-(methylthio)thiocarbonyl-α-D-glucopyranoside), CC(C)(C#N)N=NC(C)(C)C#N (AIBN), C(CCC)[SnH](CCCC)CCCC (Tributyl tin hydride). The solvent is C1(=CC=CC=C1)C (toluene). The product is C(C1=CC=CC=C1)(=O)O[C@H]1[C@@H](OC)O[C@@H](C[C@@H]1OC(C1=CC=CC=C1)=O)COC(C1=CC=CC=C1)=O (Methyl 2,3,6-tri-O-benzoyl-4-deoxy-α-D-glucopyranoside). Reaction SMILES: [C:1]([O:9][C@@H:10]1[C@@H:17]([O:18][C:19](=[O:26])[C:20]2[CH:25]=[CH:24][CH:23]=[CH:22][CH:21]=2)[C@:16](C(SC)=S)(O)[C@@H:15]([CH2:32][O:33][C:34](=[O:41])[C:35]2[CH:40]=[CH:39][CH:38]=[CH:37][CH:36]=2)[O:14][C@@H:11]1[O:12][CH3:13])(=[O:8])[C:2]1[CH:7]=[CH:6][CH:5]=[CH:4][CH:3]=1.CC(N=NC(C#N)(C)C)(C#N)C.C([SnH](CCCC)CCCC)CCC>C1(C)C=CC=CC=1>[C:1]([O:9][C@@H:10]1[C@@H:17]([O:18][C:19](=[O:26])[C:20]2[CH:21]=[CH:22][CH:23]=[CH:24][CH:25]=2)[CH2:16][C@@H:15]([CH2:32][O:33][C:34](=[O:41])[C:35]2[CH:36]=[CH:37][CH:38]=[CH:39][CH:40]=2)[O:14][C@@H:11]1[O:12][CH3:13])(=[O:8])[C:2]1[CH:7]=[CH:6][CH:5]=[CH:4][CH:3]=1. Reported procedure: To a solution of the crude methyl 2,3,6-tri-O-benzoyl-4-(methylthio)thiocarbonyl-α-D-glucopyranoside (5.70 g, 9.55 mmol) in 120 mL of dry toluene was added AIBN (50 mg). Tributyl tin hydride (6.68 mL, 24.8 mmol) was added and the reaction was heated to reflux for 4 hours. The toluene was removed under reduced pressure. Acetonitrile (200 mL) was added and the mixture extracted with petroleum ether (5×100 mL) to remove all tin salts. After drying over anhydrous sodium sulfate, the solvent was remo... Starting materials: COC([C@H](CNC(=O)OC(C)(C)C)NC(=O)C=1SC(=CC1C(F)(F)F)C(NCC1=CC(=CC=C1)O)=O)=O ((S)-3-tert-Butoxycarbonylamino-2-{[5-(3-hydroxy-benzylcarbamoyl)-3-trifluoromethyl-thiophene-2-carbonyl]-amino}-propionic acid methyl ester), C(=O)(C(F)(F)F)O (TFA). The solvent is C(Cl)Cl (DCM). Conditions: time 1 hour. The product is FC(C(=O)O)(F)F.COC([C@H](CN)NC(=O)C=1SC(=CC1C(F)(F)F)C(NCC1=CC(=CC=C1)O)=O)=O ((S)-3-Amino-2-{[5-(3-hydroxy-benzylcarbamoyl)-3-trifluoromethyl-thiophene-2-carbonyl]-amino}-propionic acid methyl ester trifluoro-acetic acid salt). Reaction SMILES: [CH3:1][O:2][C:3](=[O:37])[C@@H:4]([NH:14][C:15]([C:17]1[S:18][C:19]([C:26](=[O:36])[NH:27][CH2:28][C:29]2[CH:34]=[CH:33][CH:32]=[C:31]([OH:35])[CH:30]=2)=[CH:20][C:21]=1[C:22]([F:25])([F:24])[F:23])=[O:16])[CH2:5][NH:6]C(OC(C)(C)C)=O.[C:38]([OH:44])([C:40]([F:43])([F:42])[F:41])=[O:39]>C(Cl)Cl>[F:41][C:40]([F:43])([F:42])[C:38]([OH:44])=[O:39].[CH3:1][O:2][C:3](=[O:37])[C@@H:4]([NH:14][C:15]([C:17]1[S:18][C:19]([C:26](=[O:36])[NH:27][CH2:28][C:29]2[CH:34]=[CH:33][CH:32]=[C:31]([OH:35])[CH:30]=2)=[CH:20][C:21]=1[C:22]([F:25])([F:23])[F:24])=[O:16])[CH2:5][NH2:6] |f:3.4|. Procedure details: To a solution of (S)-3-tert-Butoxycarbonylamino-2-{[5-(3-hydroxy-benzylcarbamoyl)-3-trifluoromethyl-thiophene-2-carbonyl]-amino}-propionic acid methyl ester (0.19 g, 0.34 mmol) in DCM (6 mL) was added TFA (3.0 mL). The mixture was stirred at room temperature 1 h and evaporated. Isolate 0.23 g of crude product which was used without further purification. Starting materials: CO, Cl, [Li+], [OH-], O, COC(=O)c1cnc2ncc(C3(c4ccc5ncccc5c4)CC3)n2c1. Product: O=C(O)c1cnc2ncc(C3(c4ccc5ncccc5c4)CC3)n2c1. As a reaction SMILES: [CH3:29][OH:30].[ClH:31].[Li+:27].[OH-:28].[OH2:32].[n:1]1[cH:2][cH:3][cH:4][c:5]2[cH:6][c:7]([C:11]3([c:14]4[cH:15][n:16][c:17]5[n:18]4[cH:19][c:20]([C:23](=[O:24])[O:25][CH3:26])[cH:21][n:22]5)[CH2:12][CH2:13]3)[cH:8][cH:9][c:10]12>>[n:1]1[cH:2][cH:3][cH:4][c:5]2[cH:6][c:7]([C:11]3([c:14]4[cH:15][n:16][c:17]5[n:18]4[cH:19][c:20]([C:23](=[O:24])[OH:25])[cH:21][n:22]5)[CH2:12][CH2:13]3)[cH:8][cH:9][c:10]12. The reactants are N(=O)[O-].[Na+] (sodium nitrite), NC=1C=CC=C2N=C(C(=NC12)CN1C(C2=CC=CC=C2C1=O)=O)C1=C(C=CC=C1)Cl (2-((8-amino-3-(2-chlorophenyl)quinoxalin-2-yl)methyl)isoindoline-1,3-dione), CC(=O)C (acetone), [I-].[K+] (potassium iodide), Cl (hydrochloric acid). Run at temperature 0 celsius. Yields the product C1(NC(C2=CC=CC=C12)=O)=O (isoindoline-1,3-dione). RXN SMILES: NC1C=CC=C2C=1N=C(C[N:13]1[C:21](=[O:22])[C:20]3[C:15](=[CH:16][CH:17]=[CH:18][CH:19]=3)[C:14]1=[O:23])C(C1C=CC=CC=1Cl)=N2.CC(C)=O.Cl.N([O-])=O.[Na+].[I-].[K+]>>[C:14]1(=[O:23])[C:15]2[C:20](=[CH:19][CH:18]=[CH:17][CH:16]=2)[C:21](=[O:22])[NH:13]1 |f:3.4,5.6|. Reported procedure: 2-((8-amino-3-(2-chlorophenyl)quinoxalin-2-yl)methyl)isoindoline-1,3-dione (1.1337 g, 2.733 mmol) was dissolved in acetone (39.04 mL, 2.733 mmol) and cooled to 0° C. While being stirred, the solution was treated first with 2 M hydrochloric acid (7.652 mL, 15.30 mmol) and then dropwise with 1 M aq. sodium nitrite (5.466 mL, 5.466 mmol) while maintaining the temperature of the mixture at 0° C. After the additions were complete, the mixture was stirred for 15 min and then treated with 5 M aq. potas... The reactants are FC(C)(F)C1=CC=C(O1)CN1N=CC(=N1)N (2-[5-(1,1-difluoro-ethyl)-furan-2-ylmethyl]-2H-[1,2,3]triazol-4-ylamine), CC=1OC(=C(N1)C(=O)O)C1=CC=CC=C1 (2-methyl-5-phenyl-oxazole-4-carboxylic acid). Yields the product FC(C)(F)C1=CC=C(O1)CN1N=CC(=N1)NC(=O)C=1N=C(OC1C1=CC=CC=C1)C (2-Methyl-5-phenyl-oxazole-4-carboxylic acid{2-[5-(1,1-difluoro-ethyl)-furan-2-ylmethyl]-2H-[1,2,3]triazol-4-yl}-amide). As a reaction SMILES: [F:1][C:2]([C:5]1[O:9][C:8]([CH2:10][N:11]2[N:15]=[C:14]([NH2:16])[CH:13]=[N:12]2)=[CH:7][CH:6]=1)([F:4])[CH3:3].[CH3:17][C:18]1[O:19][C:20]([C:26]2[CH:31]=[CH:30][CH:29]=[CH:28][CH:27]=2)=[C:21]([C:23](O)=[O:24])[N:22]=1>>[F:4][C:2]([C:5]1[O:9][C:8]([CH2:10][N:11]2[N:15]=[C:14]([NH:16][C:23]([C:21]3[N:22]=[C:18]([CH3:17])[O:19][C:20]=3[C:26]3[CH:27]=[CH:28][CH:29]=[CH:30][CH:31]=3)=[O:24])[CH:13]=[N:12]2)=[CH:7][CH:6]=1)([F:1])[CH3:3]. Reported procedure: Following general procedure Z2, starting from 2-[5-(1,1-difluoro-ethyl)-furan-2-ylmethyl]-2H-[1,2,3]triazol-4-ylamine and 2-methyl-5-phenyl-oxazole-4-carboxylic acid. Starting materials: O=C([O-])[O-], CI, COc1cc(OC)c(Cl)c(-c2ccc(C(=O)Nc3ccc(CN4CCNC(C)(C)C4)nc3)c3nccnc23)c1Cl, CC#N, [K+], [K+]. Yields the product COc1cc(OC)c(Cl)c(-c2ccc(C(=O)Nc3ccc(CN4CCN(C)C(C)(C)C4)nc3)c3nccnc23)c1Cl. Reaction SMILES: [C:43](=[O:44])([O-:45])[O-:46].[CH3:1][I:2].[CH3:3][C:4]1([CH3:42])[CH2:5][N:6]([CH2:10][c:11]2[cH:12][cH:13][c:14]([NH:17][C:18](=[O:19])[c:20]3[c:21]4[n:22][cH:23][cH:24][n:25][c:26]4[c:27](-[c:30]4[c:31]([Cl:41])[c:32]([O:39][CH3:40])[cH:33][c:34]([O:37][CH3:38])[c:35]4[Cl:36])[cH:28][cH:29]3)[cH:15][n:16]2)[CH2:7][CH2:8][NH:9]1.[CH3:49][C:50]#[N:51].[K+:47].[K+:48]>>[CH3:3][C:4]1([CH3:42])[CH2:5][N:6]([CH2:10][c:11]2[cH:12][cH:13][c:14]([NH:17][C:18](=[O:19])[c:20]3[c:21]4[n:22][cH:23][cH:24][n:25][c:26]4[c:27](-[c:30]4[c:31]([Cl:41])[c:32]([O:39][CH3:40])[cH:33][c:34]([O:37][CH3:38])[c:35]4[Cl:36])[cH:28][cH:29]3)[cH:15][n:16]2)[CH2:7][CH2:8][N:9]1[CH3:43].